This data is from the Open Reaction Database (ORD), a public repository of structured organic reaction records. The task is: describe an organic reaction: reactants, conditions, products, and yield Reactants: ClC=1C=NN(C1C=1C=C(SC1)C(=O)N[C@H](CN1C(C2=CC=CC=C2C1=O)=O)CC1=C(C=CC=C1)C(F)(F)F)C (4-(4-chloro-1-methyl-1H-pyrazol-5-yl)-N-((1S)-2-(1,3-dioxo-1,3-dihydro-2H-isoindol-2-yl)-1-{[2-(trifluoromethyl)phenyl]methyl}ethyl)-2-thiophenecarboxamide), NN (hydrazine). The solvent is C1CCOC1.CO (THF MeOH). Run at time 12 hour. Product: NC[C@H](CC1=C(C=CC=C1)C(F)(F)F)NC(=O)C=1SC=C(C1)C1=C(C=NN1C)Cl (N-((1S)-2-amino-1-{[2-(trifluoromethyl)phenyl]methyl}ethyl)-4-(4-chloro-1-methyl-1H-pyrazol-5-yl)-2-thiophenecarboxamide). RXN SMILES: [Cl:1][C:2]1[CH:3]=[N:4][N:5]([CH3:39])[C:6]=1[C:7]1[CH:8]=[C:9]([C:12]([NH:14][C@@H:15]([CH2:28][C:29]2[CH:34]=[CH:33][CH:32]=[CH:31][C:30]=2[C:35]([F:38])([F:37])[F:36])[CH2:16][N:17]2C(=O)C3C(=CC=CC=3)C2=O)=[O:13])[S:10][CH:11]=1.NN>C1COCC1.CO>[NH2:17][CH2:16][C@@H:15]([NH:14][C:12]([C:9]1[S:10][CH:11]=[C:7]([C:6]2[N:5]([CH3:39])[N:4]=[CH:3][C:2]=2[Cl:1])[CH:8]=1)=[O:13])[CH2:28][C:29]1[CH:34]=[CH:33][CH:32]=[CH:31][C:30]=1[C:35]([F:38])([F:37])[F:36] |f:2.3|. Procedure: To a solution of 4-(4-chloro-1-methyl-1H-pyrazol-5-yl)-N-((1S)-2-(1,3-dioxo-1,3-dihydro-2H-isoindol-2-yl)-1-{[2-(trifluoromethyl)phenyl]methyl}ethyl)-2-thiophenecarboxamide (150 mg, 0.262 mmol) in THF-MeOH (1:1, 2 mL) was added hydrazine (123 uL, 2.62 mmol). After 12 h, the solution was filtered and the filtrate was concentrated, dry loaded onto silica and purified via column chromatography (2% MeOH in DCM (1% NH4OH)) affording the free base of the title compound. The reactants are CN(C)C=O, NC(=O)c1ccc(N2CCN(CCC3CCc4ccccc43)CC2)cc1, O=P(Cl)(Cl)Cl. Product: N#Cc1ccc(N2CCN(CCC3CCc4ccccc43)CC2)cc1. Reaction SMILES: [CH3:32][N:33]([CH3:34])[CH:35]=[O:36].[CH:1]1([CH2:10][CH2:11][N:12]2[CH2:13][CH2:14][N:15]([c:18]3[cH:19][cH:20][c:21]([C:24](=[O:25])[NH2:26])[cH:22][cH:23]3)[CH2:16][CH2:17]2)[CH2:2][CH2:3][c:4]2[cH:5][cH:6][cH:7][cH:8][c:9]21.[P:27]([Cl:28])([Cl:29])([Cl:30])=[O:31]>>[CH:1]1([CH2:10][CH2:11][N:12]2[CH2:13][CH2:14][N:15]([c:18]3[cH:19][cH:20][c:21]([C:24]#[N:26])[cH:22][cH:23]3)[CH2:16][CH2:17]2)[CH2:2][CH2:3][c:4]2[cH:5][cH:6][cH:7][cH:8][c:9]21.